Dataset: the Open Reaction Database (ORD), a public repository of structured organic reaction records. Task: describe an organic reaction: reactants, conditions, products, and yield Starting materials: O=C(O)C1CC(O)CN1C(=O)OCc1ccccc1, CNC(=O)OC1CC(C(=O)O)N(C(=O)OCc2ccccc2)C1, O=C(Cl)OC1CC(C(=O)O)N(C(=O)OCc2ccccc2)C1, CN(C)c1ccccc1, Cc1ccccc1, O=C(Cl)Cl, N. Yields the product NC(=O)OC1CC(C(=O)O)N(C(=O)OCc2ccccc2)C1. Reaction SMILES: [C:1]([N:2]1[CH2:3][CH:4]([OH:5])[CH2:6][CH:7]1[C:8]([OH:9])=[O:10])([O:11][CH2:12][c:13]1[cH:14][cH:15][cH:16][cH:17][cH:18]1)=[O:19].[C:20](=[O:21])([O:22][CH2:23][c:24]1[cH:25][cH:26][cH:27][cH:28][cH:29]1)[N:30]1[CH:31]([C:32](=[O:33])[OH:34])[CH2:35][CH:36]([O:38][C:39](=[O:40])[NH:41][CH3:42])[CH2:37]1.[C:57]([N:58]1[CH2:59][CH:60]([O:61][C:62]([Cl:63])=[O:64])[CH2:65][CH:66]1[C:67]([OH:68])=[O:69])([O:70][CH2:71][c:72]1[cH:73][cH:74][cH:75][cH:76][cH:77]1)=[O:78].[CH3:43][N:44]([CH3:45])[c:46]1[cH:47][cH:48][cH:49][cH:50][cH:51]1.[CH3:79][c:80]1[cH:81][cH:82][cH:83][cH:84][cH:85]1.[Cl:52][C:53](=[O:54])[Cl:55].[NH3:56]>>[C:20](=[O:21])([O:22][CH2:23][c:24]1[cH:25][cH:26][cH:27][cH:28][cH:29]1)[N:30]1[CH:31]([C:32](=[O:33])[OH:34])[CH2:35][CH:36]([O:38][C:39](=[O:40])[NH2:41])[CH2:37]1. Starting materials: CC=1C=CC(=C(C1)S(=O)(=O)O)[N+](=O)[O-] (5-methyl-2-nitro-benzenesulfonic acid), O=S(Cl)Cl (SOCl2). The solvent is CN(C)C=O (DMF). Yields the product CC=1C=CC(=C(C1)S(=O)(=O)Cl)[N+](=O)[O-] (5-Methyl-2-nitro-benzenesulfonyl chloride). As a reaction SMILES: [CH3:1][C:2]1[CH:3]=[CH:4][C:5]([N+:12]([O-:14])=[O:13])=[C:6]([S:8](O)(=[O:10])=[O:9])[CH:7]=1.O=S(Cl)[Cl:17]>CN(C=O)C>[CH3:1][C:2]1[CH:3]=[CH:4][C:5]([N+:12]([O-:14])=[O:13])=[C:6]([S:8]([Cl:17])(=[O:10])=[O:9])[CH:7]=1. Procedure details: In a similar fashion using route 39 general procedure 96, 5-methyl-2-nitro-benzenesulfonic acid 449 (1.8 g, 8.2 mmol), SOCl2 (10 ml) and DMF (0.18 ml) at 90° C. for 3 h gave the title compound (1.2 g) which was used in the next step without further purification. The structure was confirmed by 1H NMR. The reactants are CC1=CC=C(N)C=C1 (4-methylaniline), ferric chloride, C(=C)C(=O)C (methyl vinyl ketone). Reagents/catalysts: [Cl-].[Zn+2].[Cl-] (zinc chloride). Solvent: C(C)(=O)O (acetic acid). Run at temperature 70 celsius, time 5 minute. The product is CC1=CC=NC2=CC=C(C=C12)C (4,6-Dimethylquinoline). Yield: 60.0%. As a reaction SMILES: [CH3:1][C:2]1[CH:8]=[CH:7][C:5]([NH2:6])=[CH:4][CH:3]=1.[CH:9]([C:11]([CH3:13])=O)=[CH2:10]>C(O)(=O)C.[Cl-].[Zn+2].[Cl-]>[CH3:13][C:11]1[C:7]2[C:5](=[CH:4][CH:3]=[C:2]([CH3:1])[CH:8]=2)[N:6]=[CH:10][CH:9]=1 |f:3.4.5|. Procedure details: To a stirred solution of 4-methylaniline (1 g. 9.3 mmol.) in acetic acid (10 ml), activated silferc (1.5 g. ferric chloride 9.3 mmol) was added under nitrogen atmosphere. The reaction mixture was stirred for 5 minutes and methyl vinyl ketone (MVK) (0.72 g, 10 mmol) was added slowly over a period of 15 minutes. The reaction mixture was heated to 70° C. and maintained between 70-75° C. for one hour. Anhydrous zinc chloride (1.27 g. 9.3 mmol) was added and the reaction was further refluxed for two ... The reactants are C(#N)[BH3-].[Na+] (sodium cyanoborohydride), C(C)(=O)O (acetic acid), C(C)OC1(CC1)O[Si](C)(C)C ((1-ethoxycyclopropyl)oxytrimethylsilane), NC1=CC(=C(CN2C(C(C3=CC(=CC=C23)Cl)(C)C2=C(C=CC=C2)Cl)=O)C=C1)OC (1-(4-Amino-2-methoxybenzyl)-5-chloro-3-(2-chlorophenyl)-3-methylindolin-2-one). Solvent: CO (methanol). Run at time 30 minute. Product: ClC=1C=C2C(C(N(C2=CC1)CC1=C(C=C(C=C1)NC1CC1)OC)=O)(C)C1=C(C=CC=C1)Cl (5-Chloro-3-(2-chlorophenyl)-1-[4-(cyclopropylamino)-2-methoxybenzyl]-3-methylindolin-2-one). RXN SMILES: C(O)(=O)C.C(O[C:8]1(O[Si](C)(C)C)[CH2:10][CH2:9]1)C.[NH2:16][C:17]1[CH:42]=[CH:41][C:20]([CH2:21][N:22]2[C:30]3[C:25](=[CH:26][C:27]([Cl:31])=[CH:28][CH:29]=3)[C:24]([C:33]3[CH:38]=[CH:37][CH:36]=[CH:35][C:34]=3[Cl:39])([CH3:32])[C:23]2=[O:40])=[C:19]([O:43][CH3:44])[CH:18]=1.C([BH3-])#N.[Na+]>CO>[Cl:31][C:27]1[CH:26]=[C:25]2[C:30](=[CH:29][CH:28]=1)[N:22]([CH2:21][C:20]1[CH:41]=[CH:42][C:17]([NH:16][CH:8]3[CH2:10][CH2:9]3)=[CH:18][C:19]=1[O:43][CH3:44])[C:23](=[O:40])[C:24]2([C:33]1[CH:38]=[CH:37][CH:36]=[CH:35][C:34]=1[Cl:39])[CH3:32] |f:3.4|. Procedure details: 0.54 ml of acetic acid, 0.4 g of 3 Å molecular sieve and 0.207 ml of (1-ethoxycyclopropyl)oxytrimethylsilane are added to 0.4 g of the compound of Example 48 in solution in 10 ml of methanol. After stirring for 30 minutes at room temperature, 0.265 g of sodium cyanoborohydride is added and then the mixture is heated at reflux for 10 hours. After cooling, hydrolysis is carried out with 20 ml of 2N sodium hydroxide solution, filtration is carried out through celite and the celite is rinsed with et... Starting materials: OBO, N#Cc1ccc(Br)cc1, COc1ccccc1CNC1CCC(N(C)C(=O)OC(C)(C)C)CC1. The product is COc1ccc(-c2ccc(C#N)cc2)cc1CNC1CCC(N(C)C(=O)OC(C)(C)C)CC1. RXN SMILES: [BH:1]([OH:2])[OH:3].[Br:29][c:30]1[cH:31][cH:32][c:33]([C:34]#[N:35])[cH:36][cH:37]1.[C:4](=[O:5])([O:6][C:7]([CH3:8])([CH3:9])[CH3:10])[N:11]([CH:12]1[CH2:13][CH2:14][CH:15]([NH:18][CH2:19][c:20]2[cH:21][cH:22][cH:23][cH:24][c:25]2[O:26][CH3:27])[CH2:16][CH2:17]1)[CH3:28]>>[C:4](=[O:5])([O:6][C:7]([CH3:8])([CH3:9])[CH3:10])[N:11]([CH:12]1[CH2:13][CH2:14][CH:15]([NH:18][CH2:19][c:20]2[cH:21][c:22](-[c:30]3[cH:31][cH:32][c:33]([C:34]#[N:35])[cH:36][cH:37]3)[cH:23][cH:24][c:25]2[O:26][CH3:27])[CH2:16][CH2:17]1)[CH3:28]. The reactants are ClC1=NC(=C(C2=CC=CC=C12)CC(=O)O)C (1-chloro-3-methyl-4-isoquinoline acetic acid), ClC1=CC=C(C=C1)O (4-chlorophenol), CC(C)([O-])C.[K+] (potassium tert-butoxide). Solvent: C(C)(=O)OCC (ethyl acetate), O (water). Product: ClC1=CC=C(OC2=NC(=C(C3=CC=CC=C23)CC(=O)O)C)C=C1 (1-(4-Chlorophenoxy)-3-methyl-4-isoquinoline Acetic Acid). As a reaction SMILES: Cl[C:2]1[C:11]2[C:6](=[CH:7][CH:8]=[CH:9][CH:10]=2)[C:5]([CH2:12][C:13]([OH:15])=[O:14])=[C:4]([CH3:16])[N:3]=1.[Cl:17][C:18]1[CH:23]=[CH:22][C:21]([OH:24])=[CH:20][CH:19]=1.CC(C)([O-])C.[K+]>C(OCC)(=O)C.O>[Cl:17][C:18]1[CH:23]=[CH:22][C:21]([O:24][C:2]2[C:11]3[C:6](=[CH:7][CH:8]=[CH:9][CH:10]=3)[C:5]([CH2:12][C:13]([OH:15])=[O:14])=[C:4]([CH3:16])[N:3]=2)=[CH:20][CH:19]=1 |f:2.3|. Procedure details: A mixture of 1-chloro-3-methyl-4-isoquinoline acetic acid (237 mg., 1.01 mmol) prepared as in Example 8, 4-chlorophenol (260 mg., 2.02 mmol), and potassium tert-butoxide (226 mg., 2.02 mmol) were heated at 100° for 3 hr. After cooling the mixture was diluted with ethyl acetate and water and acidified to pH 1-2. The separated aqueous phase was extracted with 20 ml. ethyl acetate. The combined organic phases were washed with brine, dried over magnesium sulfate, filtered, and vacuum evaporated to a... Reactants: CN1CC(CCC1)(O)C1=C2C=CN(C2=CC=C1)C (1-methyl-3-(1-methyl-1H-indol-4-yl)-3-piperidinol), [OH-].[Na+] (sodium hydroxide). Run in Cl (hydrochloric acid). Conditions: time 16 hour. Product: CN1C=CC2=C(C=CC=C12)C=1CN(CCC1)C (1-methyl-4-(1-methyl-1,2,5,6-tetrahydropyridin-3-yl)-1H-indole). Yield: 62.6%. As a reaction SMILES: [CH3:1][N:2]1[CH2:7][CH2:6][CH2:5][C:4]([C:9]2[CH:17]=[CH:16][CH:15]=[C:14]3[C:10]=2[CH:11]=[CH:12][N:13]3[CH3:18])(O)[CH2:3]1.[OH-].[Na+]>Cl>[CH3:18][N:13]1[C:14]2[C:10](=[C:9]([C:4]3[CH2:3][N:2]([CH3:1])[CH2:7][CH2:6][CH:5]=3)[CH:17]=[CH:16][CH:15]=2)[CH:11]=[CH:12]1 |f:1.2|. Procedure details: A solution of 15 g of 1-methyl-3-(1-methyl-1H-indol-4-yl)-3-piperidinol in 500 ml of 1 N hydrochloric acid was refluxed for 3 hours and was then cooled to room temperature and stirred for 16 hours. The mixture was cooled in an ice bath while adding sodium hydroxide until the mixture was alkaline and the mixture was extracted with ethyl acetate. The organic phase was washed with aqueous sodium chloride solution, dried over magnesium sulfate and evaporated to dryness under reduced pressure. The 13... The reactants are CS(=O)C1=C(C=CC=C1)C1CCNCC1 (4-(2-methylsulfinylphenyl)piperidine), CO (methanol), hydrochloride salt, ClC=1C=C(C=CC1Cl)[C@@H](CN(C(C1=CC=CC=C1)=O)C)CC=O ((S)-N-[2-(3,4-dichlorophenyl)-4-oxobutyl]-N-methyl-benzamide), ClCCl (dichloromethane). Solvent: O (H2O). Product: Cl.ClC=1C=C(C=CC1Cl)[C@@H](CN(C(C1=CC=CC=C1)=O)C)CCN1CCC(CC1)C1=C(C=CC=C1)S(=O)C ((S)-N-[2-(3,4-Dichlorophenyl)-4-[4-(2-methylsulfinylphenyl)piperidino]butyl]-N-methylbenzamide hydrochloride). RXN SMILES: [CH3:1][S:2]([C:4]1[CH:9]=[CH:8][CH:7]=[CH:6][C:5]=1[CH:10]1[CH2:15][CH2:14][NH:13][CH2:12][CH2:11]1)=[O:3].[Cl:16][C:17]1[CH:18]=[C:19]([C@H:24]([CH2:36][CH:37]=O)[CH2:25][N:26]([CH3:35])[C:27](=[O:34])[C:28]2[CH:33]=[CH:32][CH:31]=[CH:30][CH:29]=2)[CH:20]=[CH:21][C:22]=1[Cl:23].ClCCl.CO>O>[ClH:16].[Cl:16][C:17]1[CH:18]=[C:19]([C@H:24]([CH2:36][CH2:37][N:13]2[CH2:14][CH2:15][CH:10]([C:5]3[CH:6]=[CH:7][CH:8]=[CH:9][C:4]=3[S:2]([CH3:1])=[O:3])[CH2:11][CH2:12]2)[CH2:25][N:26]([CH3:35])[C:27](=[O:34])[C:28]2[CH:29]=[CH:30][CH:31]=[CH:32][CH:33]=2)[CH:20]=[CH:21][C:22]=1[Cl:23] |f:5.6|. Reported procedure: Using a procedure similar to that described in Example 1 (alternative preparation), except using 4-(2-methylsulfinylphenyl)piperidine and (S)-N-[2-(3,4-dichlorophenyl)-4-oxobutyl]-N-methyl-benzamide, the title compound was prepared. Chromatography with dichloromethane:methanol followed by conversion to the hydrochloride salt gave a white solid; mp 71°-144° C.; MS: 557; NMR (CD3OD): 1.9-2.3 (m, 6), 2.4 (s, 1), 2.7-2.8 (two s, 3), 2.9-3.4 (br, 6), 3.5-3.9 (m, 4), 7.0 (m, 4), 7.3-7.6 (m, 7), 7.5-7....